From a dataset of the Open Reaction Database (ORD), a public repository of structured organic reaction records. describe an organic reaction: reactants, conditions, products, and yield Reactants: CC(C)(C)OC(=O)N1CCCN(c2nc3ccccc3n2CCO)CC1, CS(=O)(=O)Cl, CCN(C(C)C)C(C)C, ClCCl. The product is CC(C)(C)OC(=O)N1CCCN(c2nc3ccccc3n2CCOS(C)(=O)=O)CC1. As a reaction SMILES: [C:1]([CH3:2])([CH3:3])([CH3:4])[O:5][C:6](=[O:7])[N:8]1[CH2:9][CH2:10][N:11]([c:15]2[n:16][c:17]3[c:18]([n:19]2[CH2:20][CH2:21][OH:22])[cH:23][cH:24][cH:25][cH:26]3)[CH2:12][CH2:13][CH2:14]1.[CH3:36][S:37]([Cl:38])(=[O:39])=[O:40].[CH:27]([N:28]([CH2:29][CH3:30])[CH:31]([CH3:32])[CH3:33])([CH3:34])[CH3:35].[Cl:41][CH2:42][Cl:43]>>[C:1]([CH3:2])([CH3:3])([CH3:4])[O:5][C:6](=[O:7])[N:8]1[CH2:9][CH2:10][N:11]([c:15]2[n:16][c:17]3[c:18]([n:19]2[CH2:20][CH2:21][O:22][S:37]([CH3:36])(=[O:39])=[O:40])[cH:23][cH:24][cH:25][cH:26]3)[CH2:12][CH2:13][CH2:14]1. Starting materials: COC(=O)C1(SCc2ccc(OC)cc2)Cc2ccccc2C1, CCO, [K+], C1CCOC1, [OH-], O. Product: COc1ccc(CSC2(C(=O)O)Cc3ccccc3C2)cc1. Reaction SMILES: [C:1](=[O:2])([O:3][CH3:4])[C:5]1([S:14][CH2:15][c:16]2[cH:17][cH:18][c:19]([O:22][CH3:23])[cH:20][cH:21]2)[CH2:6][c:7]2[cH:8][cH:9][cH:10][cH:11][c:12]2[CH2:13]1.[CH3:26][CH2:27][OH:28].[K+:25].[O:30]1[CH2:31][CH2:32][CH2:33][CH2:34]1.[OH-:24].[OH2:29]>>[C:1](=[O:2])([OH:3])[C:5]1([S:14][CH2:15][c:16]2[cH:17][cH:18][c:19]([O:22][CH3:23])[cH:20][cH:21]2)[CH2:6][c:7]2[cH:8][cH:9][cH:10][cH:11][c:12]2[CH2:13]1. The reactants are N1CCC2=CC=CC=C12 (Indoline), C([O-])([O-])=O.[K+].[K+] (potassium carbonate), CN(C=O)C (N,N-dimethylformamide), C(OC)(OC)=O (dimethyl carbonate). Run in O (water). Conditions: temperature 130 celsius, time 14 hour. Yields the product product, CN1CCC2=CC=CC=C12 (N-methylindoline). Isolated yield 95.0%. As a reaction SMILES: [NH:1]1[C:9]2[C:4](=[CH:5][CH:6]=[CH:7][CH:8]=2)[CH2:3][CH2:2]1.[C:10](=O)([O-])[O-].[K+].[K+].CN(C)C=O.C(=O)(OC)OC>O>[CH3:10][N:1]1[C:9]2[C:4](=[CH:5][CH:6]=[CH:7][CH:8]=2)[CH2:3][CH2:2]1 |f:1.2.3|. Procedure details: Indoline (3 g, 0.025 mol), potassium carbonate (1.59), N,N-dimethylformamide (20 mL) and dimethyl carbonate (6.4 mL ,0.076 mol) were mixed together and heated to reflux (around 130 ° C.) for 14 h. The reaction, monitored by HPLC, went to completion within 14 h. The reaction mixture was cooled down to room temperature, then was slowly diluted with water (50 mL) and extracted with tert-butyl methyl ether (60 mL ). The organic extract was washed with water (3×50 mL) and the solution was evaporated ... The reactants are CC(=O)O[BH-](OC(C)=O)OC(C)=O, CC(=O)O, COc1cc(N)c(Cl)cc1C(=O)O, [Na+], O=C1CCCCC1. The product is COc1cc(NC2CCCCC2)c(Cl)cc1C(=O)O. RXN SMILES: [C:21]([O:22][BH-:23]([O:24][C:25](=[O:26])[CH3:27])[O:28][C:29](=[O:30])[CH3:31])(=[O:32])[CH3:33].[CH3:35][C:36](=[O:37])[OH:38].[NH2:1][c:2]1[cH:3][c:4]([O:12][CH3:13])[c:5]([C:6](=[O:7])[OH:8])[cH:9][c:10]1[Cl:11].[Na+:34].[O:14]=[C:15]1[CH2:16][CH2:17][CH2:18][CH2:19][CH2:20]1>>[NH:1]([c:2]1[cH:3][c:4]([O:12][CH3:13])[c:5]([C:6](=[O:7])[OH:8])[cH:9][c:10]1[Cl:11])[CH:15]1[CH2:16][CH2:17][CH2:18][CH2:19][CH2:20]1. Reactants: OCCN1C(NC(C1)(C)C)=O (1-(2-hydroxyethyl)-4,4-dimethylimidazolidin-2-one), N1=CC=CC=C1 (pyridine), CS(=O)(=O)Cl (methanesulfonyl chloride). The solvent is ClCCl (dichlormethane), ClCCl (dichloromethane). Run at time 20 hour. Product: CS(=O)(=O)OCCN1C(NC(C1)(C)C)=O (2-(4,4-dimethyl-2-oxoimidazolidin-1-yl)ethyl methanesulfonate). Reaction SMILES: [OH:1][CH2:2][CH2:3][N:4]1[CH2:8][C:7]([CH3:10])([CH3:9])[NH:6][C:5]1=[O:11].N1C=CC=CC=1.[CH3:18][S:19](Cl)(=[O:21])=[O:20]>ClCCl>[CH3:18][S:19]([O:1][CH2:2][CH2:3][N:4]1[CH2:8][C:7]([CH3:9])([CH3:10])[NH:6][C:5]1=[O:11])(=[O:21])=[O:20]. Procedure details: To a solution of 1-(2-hydroxyethyl)-4,4-dimethylimidazolidin-2-one (5.9 g, 37 mmol) and pyridine (3.6 mL, 44.4 mmol) in 150 mL of anhydrous dichloromethane was added methanesulfonyl chloride (3.3 mL, 43 mmol). The reaction was stirred at room temperature for 20 hours, then diluted with 100 mL of dichlormethane and washed twice with 40 mL of 1 N HCl and once with brine. The organic fraction was dried over sodium sulfate and concentrated in vacuo to 3.54 g of the desired product as white solid. 1H... Solvent: C1CCOC1 (THF). Reaction conditions: temperature 75 celsius, time 8.5 hour. The reactants are O (H2O), ClC=1SC(=CN1)C#N (2-Chloro-1,3-thiazole-5-carbonitrile), [H-].[Na+] (sodium hydride), ClC=1SC(=CN1)C#N (2-chloro-1,3-thiazole-5-carbonitrile), [H-].[Na+] (sodium hydride), [Si](C)(C)(C(C)(C)C)OCC1=CC(=NC(=C1)CC)N (4-({[tert-butyl(dimethyl)silyl]oxy}methyl)-6-ethylpyridin-2-amine), ClC=1SC(=CN1)C#N (2-chloro-1,3-thiazole-5-carbonitrile), [H-].[Na+] (sodium hydride). Product: [Si](C)(C)(C(C)(C)C)OCC1=CC(=NC(=C1)CC)NC=1SC(=CN1)C#N (2-{[4-({[tert-butyl(dimethyl)silyl]oxy}methyl)-6-ethylpyridin-2-yl]amino}-1,3-thiazole-5-carbonitrile). Procedure details: 4-({[tert-Butyl(dimethyl)silyl]oxy}methyl)-6-ethylpyridin-2-amine 12-1 (0.159 g, 0.60 mmol) was dissolved in 2 mL THF. 2-Chloro-1,3-thiazole-5-carbonitrile (0.103 g, 0.72 mmol) and sodium hydride (60% dispersion in mineral oil) (0.057 g, 2.38 mmol) were added and the solution was heated to 75° C. After 4 hours more 2-chloro-1,3-thiazole-5-carbonitrile (0.043 g, 0.30 mmol) and sodium hydride (0.014 g, 0.60 mmol) were added. After 5.5 hours more 2-chloro-1,3-thiazole-5-carbonitrile (0.086 g, 0.60 ... Reaction SMILES: [Si:1]([O:8][CH2:9][C:10]1[CH:15]=[C:14]([CH2:16][CH3:17])[N:13]=[C:12]([NH2:18])[CH:11]=1)([C:4]([CH3:7])([CH3:6])[CH3:5])([CH3:3])[CH3:2].Cl[C:20]1[S:21][C:22]([C:25]#[N:26])=[CH:23][N:24]=1.[H-].[Na+].O>C1COCC1>[Si:1]([O:8][CH2:9][C:10]1[CH:15]=[C:14]([CH2:16][CH3:17])[N:13]=[C:12]([NH:18][C:20]2[S:21][C:22]([C:25]#[N:26])=[CH:23][N:24]=2)[CH:11]=1)([C:4]([CH3:7])([CH3:6])[CH3:5])([CH3:3])[CH3:2] |f:2.3|.